Dataset: the Open Reaction Database (ORD), a public repository of structured organic reaction records. Task: describe an organic reaction: reactants, conditions, products, and yield The reactants are C(C)(=O)C1=CC=C(C(=O)OCC)C=C1 (ethyl 4-acetyl-benzoate), O.C1(=CC=C(C=C1)S(=O)(=O)O)C (p-toluenesulfonic acid hydrate). Solvent: C1(=CC=CC=C1)C (toluene), C(CO)O (ethylene glycol). The product is C1COC(C)(C2=CC=C(C=C2)C(=O)OCC)O1 (1-[4-(ethoxycarbonyl)phenyl]ethanone ethylene acetal). RXN SMILES: [C:1]([C:4]1[CH:14]=[CH:13][C:7]([C:8]([O:10][CH2:11][CH3:12])=[O:9])=[CH:6][CH:5]=1)(=[O:3])[CH3:2].[OH2:15].[C:16]1([CH3:26])C=CC(S(O)(=O)=O)=CC=1>C1(C)C=CC=CC=1.C(O)CO>[CH2:16]1[O:15][C:1]([C:4]2[CH:14]=[CH:13][C:7]([C:8]([O:10][CH2:11][CH3:12])=[O:9])=[CH:6][CH:5]=2)([CH3:2])[O:3][CH2:26]1 |f:1.2|. Reported procedure: ethyl 4-acetyl-benzoate (9.61 g, a product of the firm Wako Pure Chemical Ind.) was dissolved in toluene (200 ml) under an argon atmosphere whereto ethylene glycol (20 ml) and p-toluenesulfonic acid hydrate (200 mg) were added, whereupon the mixture was refluxed with heating for 24 hours while dehydrating on a Dean-Stark apparatus. After cooling down to room temerature, the toluene layer was washed with water (100 ml×twice) and with saturated aqueous sodium chloride solution (100 ml) succeedingl... The reactants are N1(CCCC2=CC=CC=C12)C(=O)Cl (1,2,3,4-tetrahydroquinoline-1-carbonyl chloride), C(CCCC)NCC1=CC=C(C=C1)C1=C(C=CC=C1)C1=NN=NN1C(C1=CC=CC=C1)(C1=CC=CC=C1)C1=CC=CC=C1 (N-pentyl-N-[[2'-(N-trityltetrazol-5-yl)biphenyl-4-yl]methyl]amine), C(C)(C)N(C(C)C)CC (N,N-diisopropylethylamine). Yields the product C(CCCC)N(C(=O)N1CCCC2=CC=CC=C12)CC1=CC=C(C=C1)C1=C(C=CC=C1)C1=NN=NN1C(C1=CC=CC=C1)(C1=CC=CC=C1)C1=CC=CC=C1 (1-[N-Pentyl-N-[[2'-(N-trityltetrazol-5-yl)biphenyl-4-yl]methyl]carbamoyl]-1,2,3,4-tetrahydroquinoline). Isolated yield 27.0%. As a reaction SMILES: [N:1]1([C:11](Cl)=[O:12])[C:10]2[C:5](=[CH:6][CH:7]=[CH:8][CH:9]=2)[CH2:4][CH2:3][CH2:2]1.[CH2:14]([NH:19][CH2:20][C:21]1[CH:26]=[CH:25][C:24]([C:27]2[CH:32]=[CH:31][CH:30]=[CH:29][C:28]=2[C:33]2[N:37]([C:38]([C:51]3[CH:56]=[CH:55][CH:54]=[CH:53][CH:52]=3)([C:45]3[CH:50]=[CH:49][CH:48]=[CH:47][CH:46]=3)[C:39]3[CH:44]=[CH:43][CH:42]=[CH:41][CH:40]=3)[N:36]=[N:35][N:34]=2)=[CH:23][CH:22]=1)[CH2:15][CH2:16][CH2:17][CH3:18].C(N(CC)C(C)C)(C)C>>[CH2:14]([N:19]([CH2:20][C:21]1[CH:22]=[CH:23][C:24]([C:27]2[CH:32]=[CH:31][CH:30]=[CH:29][C:28]=2[C:33]2[N:37]([C:38]([C:39]3[CH:40]=[CH:41][CH:42]=[CH:43][CH:44]=3)([C:51]3[CH:52]=[CH:53][CH:54]=[CH:55][CH:56]=3)[C:45]3[CH:46]=[CH:47][CH:48]=[CH:49][CH:50]=3)[N:36]=[N:35][N:34]=2)=[CH:25][CH:26]=1)[C:11]([N:1]1[C:10]2[C:5](=[CH:6][CH:7]=[CH:8][CH:9]=2)[CH2:4][CH2:3][CH2:2]1)=[O:12])[CH2:15][CH2:16][CH2:17][CH3:18]. Procedure details: Following the procedure of Example 7, Step B, 1,2,3,4-tetrahydroquinoline-1-carbonyl chloride (from Step A) was reacted with 1.2 equivalents of N-pentyl-N-[[2'-(N-trityltetrazol-5-yl)biphenyl-4-yl]methyl]amine (from Step D) in the presence of N,N-diisopropylethylamine. Flash chromatography of the crude product on silica gel (elution with 4:1 and then 3:1 hexane-EtOAc) gave two major products. (Concentration of fractions containing the pure second product afforded a 27% yield of the title compoun... Starting materials: NC=1SC=C(N1)/C(/C(=O)O)=N/OC ((Z)-2-(2-aminothiazol-4-yl)-2-(methoxyimino)acetic acid), C1CC(=O)N(C1=O)Cl (NCS). The solvent is CN(C)C=O (DMF). Reaction conditions: time 2.5 hour. Yields the product NC=1SC(=C(N1)/C(/C(=O)O)=N/OC)Cl ((Z)-2-(2-amino-5-chlorothiazol-4-yl)-2-(methoxyimino)acetic acid). Isolated yield 67.2%. RXN SMILES: [NH2:1][C:2]1[S:3][CH:4]=[C:5](/[C:7](=[N:11]/[O:12][CH3:13])/[C:8]([OH:10])=[O:9])[N:6]=1.C1C(=O)N([Cl:21])C(=O)C1>CN(C=O)C>[NH2:1][C:2]1[S:3][C:4]([Cl:21])=[C:5](/[C:7](=[N:11]/[O:12][CH3:13])/[C:8]([OH:10])=[O:9])[N:6]=1. Procedure: To a solution of (Z)-2-(2-aminothiazol-4-yl)-2-(methoxyimino)acetic acid (15.0 g) in anhydrous DMF (150 mL) was added NCS (11.95 g) and the mixture was stirred at rt for 2-3 hrs. The reaction mixture was concentrated to remove most of the DMF. The resulting oil was added dropwise to DCM (˜600 mL) at 0° C. with stirring. Solid precipitation was collected by filtration, rinsed with DCM and dried under high vacuum to provide a brownish solid (11.8 g, 67%). ESI-MS (EI+, m/z): 236.0. 1H NMR (300 MHz,... Reactants: C(C1=CC=CC=C1)OC(=O)NC1=CC(=C(C=C1)C)N1C(C=2C(C1=O)=CC(=CC2)Cl)=O (N-(4-benzyloxycarbonylamino-o-tolyl)-4-chlorophthalimide). The reagents and catalysts are [Pd] (palladium on charcoal). Solvent: C(C)(=O)OCC (ethyl acetate). Run at time 4 hour. Yields the product NC1=CC(=C(C=C1)C)N1C(C=2C(C1=O)=CC(=CC2)Cl)=O (N-(4-amino-o-tolyl)-4-chlorophthalimide). RXN SMILES: C(OC([NH:11][C:12]1[CH:17]=[CH:16][C:15]([CH3:18])=[C:14]([N:19]2[C:23](=[O:24])[C:22]3=[CH:25][C:26]([Cl:29])=[CH:27][CH:28]=[C:21]3[C:20]2=[O:30])[CH:13]=1)=O)C1C=CC=CC=1>[Pd].C(OCC)(=O)C>[NH2:11][C:12]1[CH:17]=[CH:16][C:15]([CH3:18])=[C:14]([N:19]2[C:23](=[O:24])[C:22]3=[CH:25][C:26]([Cl:29])=[CH:27][CH:28]=[C:21]3[C:20]2=[O:30])[CH:13]=1. Procedure details: The mixture of 0.75 g of N-(4-benzyloxycarbonylamino-o-tolyl)-4-chlorophthalimide 100 ml of ethyl acetate and 0.1 g of 10% palladium on charcoal is hydrogenated at 2.5 atm. and room temperature for 4 hours whereby the intermediarily formed carbaminic acid decarboxylates. The mixture is filtered, the filtrate concentrated to 10 ml and the precipitate formed collected, to yield the N-(4-amino-o-tolyl)-4-chlorophthalimide melting at 202°-204°. The reactants are F[B-](F)(F)F, CC(C)C(NC(=O)OC(C)(C)C)C(=O)O, ClCCl, Cl, OC1CNC1, CN(C)C=O, CN(C)C(On1nnc2ccccc21)=[N+](C)C. Reaction SMILES: [B-:16]([F:17])([F:18])([F:19])[F:20].[C:1]([CH3:2])([CH3:3])([CH3:4])[O:5][C:6](=[O:7])[NH:8][CH:9]([C:10](=[O:11])[OH:12])[CH:13]([CH3:14])[CH3:15].[Cl:49][CH2:50][Cl:51].[ClH:43].[NH:44]1[CH2:45][CH:46]([OH:48])[CH2:47]1.[O:38]=[CH:39][N:40]([CH3:41])[CH3:42].[n:21]1([O:22][C:23]([N:24]([CH3:25])[CH3:26])=[N+:27]([CH3:28])[CH3:29])[c:30]2[cH:31][cH:32][cH:33][cH:34][c:35]2[n:36][n:37]1>>[C:1]([CH3:2])([CH3:3])([CH3:4])[O:5][C:6](=[O:7])[NH:8][CH:9]([C:10](=[O:12])[N:44]1[CH2:45][CH:46]([OH:48])[CH2:47]1)[CH:13]([CH3:14])[CH3:15]. Yields the product CC(C)C(NC(=O)OC(C)(C)C)C(=O)N1CC(O)C1.